Task: describe an organic reaction: reactants, conditions, products, and yield. Dataset: the Open Reaction Database (ORD), a public repository of structured organic reaction records Starting materials: NCCOc1ccc(C(N)=O)cc1, NC(=O)c1ccc(OCCNCC(O)COc2cccc([N+](=O)[O-])c2)cc1, O=[N+]([O-])c1cccc(OCC2CO2)c1. Yields the product NC(=O)c1ccc(OCCNCC(O)COc2cccc(N)c2)cc1. Reaction SMILES: [C:42]([c:43]1[cH:44][cH:45][c:46]([O:47][CH2:48][CH2:49][NH2:50])[cH:51][cH:52]1)(=[O:53])[NH2:54].[N+:1]([O-:2])(=[O:3])[c:4]1[cH:5][c:6]([O:7][CH2:8][CH:9]([CH2:10][NH:11][CH2:12][CH2:13][O:14][c:15]2[cH:16][cH:17][c:18]([C:21]([NH2:22])=[O:23])[cH:19][cH:20]2)[OH:24])[cH:25][cH:26][cH:27]1.[N+:28]([c:29]1[cH:30][c:31]([O:35][CH2:36][CH:37]2[O:38][CH2:39]2)[cH:32][cH:33][cH:34]1)([O-:40])=[O:41]>>[NH2:1][c:4]1[cH:5][c:6]([O:7][CH2:8][CH:9]([CH2:10][NH:11][CH2:12][CH2:13][O:14][c:15]2[cH:16][cH:17][c:18]([C:21]([NH2:22])=[O:23])[cH:19][cH:20]2)[OH:24])[cH:25][cH:26][cH:27]1. The reactants are CS(=O)(=O)Cl (Methanesulfonyl chloride), ClC=1C=C(C=CC1OCC1=NC=CC=C1)NC=1C2=C(N=CN1)SC1=C2CCC(C1)CCO (2-{4-[3-Chloro-4-(pyridin-2-ylmethoxy)-phenylamino]-5,6,7,8-tetrahydro-benzo[4,5]thieno[2,3-d]pyrimidin-7-yl}-ethanol). Run in C(Cl)Cl (DCM). Reaction conditions: time 8 hour. Product: ClC=1C=C(C=CC1OCC1=NC=CC=C1)NC=1C2=C(N=CN1)SC1=C2CCC(C1)CCOS(=O)(=O)C (Methanesulfonic acid 2-{4-[3-chloro-4-(pyridin-2-ylmethoxy)-phenylamino]-5,6,7,8-tetrahydro-benzo[4,5]thieno[2,3-d]pyrimidin-7-yl}-ethyl ester). The yield is 82.1%. RXN SMILES: [CH3:1][S:2](Cl)(=[O:4])=[O:3].[Cl:6][C:7]1[CH:8]=[C:9]([NH:21][C:22]2[C:23]3[C:30]4[CH2:31][CH2:32][CH:33]([CH2:35][CH2:36][OH:37])[CH2:34][C:29]=4[S:28][C:24]=3[N:25]=[CH:26][N:27]=2)[CH:10]=[CH:11][C:12]=1[O:13][CH2:14][C:15]1[CH:20]=[CH:19][CH:18]=[CH:17][N:16]=1>C(Cl)Cl>[Cl:6][C:7]1[CH:8]=[C:9]([NH:21][C:22]2[C:23]3[C:30]4[CH2:31][CH2:32][CH:33]([CH2:35][CH2:36][O:37][S:2]([CH3:1])(=[O:4])=[O:3])[CH2:34][C:29]=4[S:28][C:24]=3[N:25]=[CH:26][N:27]=2)[CH:10]=[CH:11][C:12]=1[O:13][CH2:14][C:15]1[CH:20]=[CH:19][CH:18]=[CH:17][N:16]=1. Procedure: Methanesulfonyl chloride (0.48 mL, 707 mg, 6.17 mmol, 1.2 equiv.) was added to a suspension of 2-{4-[3-Chloro-4-(pyridin-2-ylmethoxy)-phenylamino]-5,6,7,8-tetrahydro-benzo[4,5]thieno[2,3-d]pyrimidin-7-yl}-ethanol (2.4 g, 5.14 mmol, 1 equiv.) in anhydrous DCM (20 mL) at 0° C. The resulting mixture was stirred overnight during which time it was warmed to ambient temperature. The standard aqueous work-up gave Methanesulfonic acid 2-{4-[3-chloro-4-(pyridin-2-ylmethoxy)-phenylamino]-5,6,7,8-tetrahydr...